This data is from the Open Reaction Database (ORD), a public repository of structured organic reaction records. The task is: describe an organic reaction: reactants, conditions, products, and yield Reactants: CCN(C(C)C)C(C)C, O=C(Cl)C(Cl)(Cl)Cl, ClCCl, CC1=C(c2ccc(C(=O)N3Cc4cccn4Cc4ccccc43)cc2)CCCC1. Yields the product CC1=C(c2ccc(C(=O)N3Cc4ccc(C(=O)C(Cl)(Cl)Cl)n4Cc4ccccc43)cc2)CCCC1. RXN SMILES: [CH:30]([N:31]([CH2:32][CH3:33])[CH:34]([CH3:35])[CH3:36])([CH3:37])[CH3:38].[Cl:39][C:40]([C:41](=[O:42])[Cl:43])([Cl:44])[Cl:45].[Cl:46][CH2:47][Cl:48].[cH:1]1[cH:2][cH:3][n:4]2[c:5]1[CH2:6][N:7]([C:15](=[O:16])[c:17]1[cH:18][cH:19][c:20]([C:23]3=[C:24]([CH3:29])[CH2:25][CH2:26][CH2:27][CH2:28]3)[cH:21][cH:22]1)[c:8]1[c:9]([cH:11][cH:12][cH:13][cH:14]1)[CH2:10]2>>[cH:1]1[cH:2][c:3]([C:41]([C:40]([Cl:39])([Cl:44])[Cl:45])=[O:42])[n:4]2[c:5]1[CH2:6][N:7]([C:15](=[O:16])[c:17]1[cH:18][cH:19][c:20]([C:23]3=[C:24]([CH3:29])[CH2:25][CH2:26][CH2:27][CH2:28]3)[cH:21][cH:22]1)[c:8]1[c:9]([cH:11][cH:12][cH:13][cH:14]1)[CH2:10]2. Starting materials: O=C(O)Cc1ccc(Br)cc1, ClCCl, O=S(Cl)Cl. The product is O=C(Cl)Cc1ccc(Br)cc1. As a reaction SMILES: [Br:1][c:2]1[cH:3][cH:4][c:5]([CH2:8][C:9](=[O:10])[OH:11])[cH:6][cH:7]1.[Cl:16][CH2:17][Cl:18].[S:12]([Cl:13])([Cl:14])=[O:15]>>[Br:1][c:2]1[cH:3][cH:4][c:5]([CH2:8][C:9](=[O:11])[Cl:14])[cH:6][cH:7]1. The reactants are CC[N+](CC)(CC)CC, CC(C)(C)COS(=O)(=O)c1ccc(Oc2c(Cl)cccc2NC(=O)c2cccc([N+](=O)[O-])c2)cc1, [Cl-], CN(C)C=O. The product is O=C(Nc1cccc(Cl)c1Oc1ccc(S(=O)(=O)O)cc1)c1cccc([N+](=O)[O-])c1. RXN SMILES: [CH2:37]([N+:38]([CH2:39][CH3:40])([CH2:41][CH3:42])[CH2:43][CH3:44])[CH3:45].[CH3:1][C:2]([CH3:3])([CH3:34])[CH2:35][O:4][S:5](=[O:6])(=[O:7])[c:8]1[cH:9][cH:10][c:11]([O:14][c:15]2[c:16]([Cl:33])[cH:17][cH:18][cH:19][c:20]2[NH:21][C:22]([c:23]2[cH:24][c:25]([N+:29](=[O:30])[O-:31])[cH:26][cH:27][cH:28]2)=[O:32])[cH:12][cH:13]1.[Cl-:36].[O:46]=[CH:47][N:48]([CH3:49])[CH3:50]>>[O:4]=[S:5](=[O:6])([OH:7])[c:8]1[cH:9][cH:10][c:11]([O:14][c:15]2[c:16]([Cl:33])[cH:17][cH:18][cH:19][c:20]2[NH:21][C:22]([c:23]2[cH:24][c:25]([N+:29](=[O:30])[O-:31])[cH:26][cH:27][cH:28]2)=[O:32])[cH:12][cH:13]1.